From a dataset of the Open Reaction Database (ORD), a public repository of structured organic reaction records. describe an organic reaction: reactants, conditions, products, and yield Starting materials: Cc1cc(OCc2ccccc2)cc(=O)o1, O=Cc1ccc2c(c1)OCO2. Yields the product O=c1cc(OCc2ccccc2)cc(C=Cc2ccc3c(c2)OCO3)o1. As a reaction SMILES: [CH3:1][c:2]1[cH:3][c:4]([O:9][CH2:10][c:11]2[cH:12][cH:13][cH:14][cH:15][cH:16]2)[cH:5][c:6](=[O:8])[o:7]1.[CH:17](=[O:18])[c:19]1[cH:20][cH:21][c:22]2[c:26]([cH:27]1)[O:25][CH2:24][O:23]2>>[CH:1]([c:2]1[cH:3][c:4]([O:9][CH2:10][c:11]2[cH:12][cH:13][cH:14][cH:15][cH:16]2)[cH:5][c:6](=[O:8])[o:7]1)=[CH:17][c:19]1[cH:20][cH:21][c:22]2[c:26]([cH:27]1)[O:25][CH2:24][O:23]2. The reactants are [OH-].[K+] (potassium hydroxide), FC(C=1C=C(CBr)C=CC1)(F)F (3-trifluoromethylbenzyl bromide), NC=1C2=CC=CC=C2N=C2CCCC(C12)=O (9-amino-3,4-dihydroacridin-1(2H)-one). Reagents/catalysts: S(=O)(=O)(O)[O-].C(CCC)[N+](CCCC)(CCCC)CCCC (tetrabutylammonium hydrogen sulfate). Run in C1(=CC=CC=C1)C (toluene), C1(=CC=CC=C1)C (toluene). Run at time 1 hour. The product is FC(C=1C=C(CNC=2C3=CC=CC=C3N=C3CCCC(C23)=O)C=CC1)(F)F (3,4-Dihydro-9-(3-trifluoromethylbenzylamino)acridin-1(2H)-one). The yield is 42.0%. Reaction SMILES: [OH-].[K+].[NH2:3][C:4]1[C:5]2[C:10]([N:11]=[C:12]3[C:17]=1[C:16](=[O:18])[CH2:15][CH2:14][CH2:13]3)=[CH:9][CH:8]=[CH:7][CH:6]=2.[F:19][C:20]([F:30])([F:29])[C:21]1[CH:22]=[C:23]([CH:26]=[CH:27][CH:28]=1)[CH2:24]Br>C1(C)C=CC=CC=1.S([O-])(O)(=O)=O.C([N+](CCCC)(CCCC)CCCC)CCC>[F:19][C:20]([F:29])([F:30])[C:21]1[CH:22]=[C:23]([CH:26]=[CH:27][CH:28]=1)[CH2:24][NH:3][C:4]1[C:5]2[C:10]([N:11]=[C:12]3[C:17]=1[C:16](=[O:18])[CH2:15][CH2:14][CH2:13]3)=[CH:9][CH:8]=[CH:7][CH:6]=2 |f:0.1,5.6|. Reported procedure: In 150 ml of toluene and 700 ml of 30% potassium hydroxide were combined 3.00 g of 9-amino-3,4-dihydroacridin-1(2H)-one and 0.72 g of tetrabutylammonium hydrogen sulfate. The reaction was mechanically stirred and heated with a steam bath. To it was added dropwise a solution of 13.5 g 3-trifluoromethylbenzyl bromide in 30 ml of toluene over 1 hour. After the addition, heating was continued 1 hour during which the reaction went to completion. The organic phase was separated, washed with ice-cold s... The product is C(CCCC)C=1N(C=CC1)C(C(=O)O)CCCC ((2-pentylpyrrol-1-yl)hexanoic acid). Yield: 11.0%. RXN SMILES: O=[C:2]([CH2:7][CH2:8][CH2:9][CH2:10][CH3:11])[CH2:3][CH2:4][CH:5]=O.[NH2:12][CH2:13][CH2:14][CH2:15][CH2:16][CH2:17]C(O)=O.[CH3:21][OH:22].[OH2:23]>>[CH2:7]([C:2]1[N:12]([CH:13]([CH2:14][CH2:15][CH2:16][CH3:17])[C:21]([OH:23])=[O:22])[CH:5]=[CH:4][CH:3]=1)[CH2:8][CH2:9][CH2:10][CH3:11] |f:2.3|. Procedure details: Structure 8a was prepared according to the method described by E. DiFranco et al., Chem. Res. Toxicol. 8: 61-67 (1995). The procedure was approximately as follows: 4-oxononanal (50 mg, 0.320 mmol) and 6-aminocaproic acid (50 mg, 0.384 mmol) in MeOH/H2O (500 μL, 19:1 v:v) were stirred for 16 h at room temperature. Solvents were then removed into a dry ice-cooled trap using high vacuum. EtOAc (1 mL) was added and the solution was filtered. The crude product was then purified by HPLC using 55% EtOA... The reactants are O=C(CCC=O)CCCCC (4-oxononanal), NCCCCCC(=O)O (6-aminocaproic acid), CO.O (MeOH H2O). Starting materials: resultant mixture, C(C1=CC=CC=C1)(C1=CC=CC=C1)Br (Benzhydryl bromide), C[C@@H]1N[C@@H](CNC1)C (2,6-cis-dimethylpiperazine), C(C)(C)N(CC)C(C)C (diisopropylethylamine). The solvent is ClCCl (dichloromethane). Conditions: time 8 hour. Yields the product C(C1=CC=CC=C1)(C1=CC=CC=C1)N1C[C@H](N[C@H](C1)C)C (benzhydryl-3,5-cis-dimethyl-piperazine), solid. Yield: 61.0%. As a reaction SMILES: [CH:1](Br)([C:8]1[CH:13]=[CH:12][CH:11]=[CH:10][CH:9]=1)[C:2]1[CH:7]=[CH:6][CH:5]=[CH:4][CH:3]=1.[CH3:15][C@H:16]1[CH2:21][NH:20][CH2:19][C@@H:18]([CH3:22])[NH:17]1.C(N(C(C)C)CC)(C)C>ClCCl>[CH:1]([N:20]1[CH2:19][C@H:18]([CH3:22])[NH:17][C@H:16]([CH3:15])[CH2:21]1)([C:8]1[CH:13]=[CH:12][CH:11]=[CH:10][CH:9]=1)[C:2]1[CH:7]=[CH:6][CH:5]=[CH:4][CH:3]=1. Procedure details: Benzhydryl bromide (4.33 g, 17.5 mmol) is added to s stirred solution of 2,6-cis-dimethylpiperazine (2.00 g, 17.5 mmol) and diisopropylethylamine (2.94 g, 22.8 mmol) in anhydrous dichloromethane (50 mL) at 0° C. The resultant mixture is allowed to stir overnight. After concentration and subsequent chromatography on silica gel, eluting with 2 M NH3/CH3OH in dichloromethane: 1-3%, benzhydryl-3,5-cis-dimethyl-piperazine is obtained as a white solid (3.0 g, 61% yield). Starting materials: C(C)(C)(C)C=1C=C(C(C2=CC=CC=C2)=NO)C=C(C1O)C(C)(C)C (3,5-di-t-butyl-4-hydroxybenzophenone oxime), C(CC)(=O)Cl (propionyl chloride). The product is C(CC)(=O)ON=C(C1=CC(=C(C(=C1)C(C)(C)C)O)C(C)(C)C)C1=CC=CC=C1 (3,5-di-t-butyl-4-hydroxybenzophenone O-propionyloxime). As a reaction SMILES: [C:1]([C:5]1[CH:6]=[C:7]([CH:17]=[C:18]([C:21]([CH3:24])([CH3:23])[CH3:22])[C:19]=1[OH:20])[C:8](=[N:15][OH:16])[C:9]1[CH:14]=[CH:13][CH:12]=[CH:11][CH:10]=1)([CH3:4])([CH3:3])[CH3:2].[C:25](Cl)(=[O:28])[CH2:26][CH3:27]>>[C:25]([O:16][N:15]=[C:8]([C:9]1[CH:14]=[CH:13][CH:12]=[CH:11][CH:10]=1)[C:7]1[CH:17]=[C:18]([C:21]([CH3:24])([CH3:23])[CH3:22])[C:19]([OH:20])=[C:5]([C:1]([CH3:4])([CH3:3])[CH3:2])[CH:6]=1)(=[O:28])[CH2:26][CH3:27]. Reported procedure: 3,5-di-t-butyl-4-hydroxybenzophenone oxime and propionyl chloride were treated in the same way as in Example 3 to obtain 3,5-di-t-butyl-4-hydroxybenzophenone O-propionyloxime. Reactants: COC1=CC=2C(CC3=C(CC[C@@]4(C5(CC=C34)OCCO5)CC)C2C=C1)C (3-methoxy-6-methyl-17,17-ethylenedioxy-13-ethylgona-1,3,5(10),8,14-pentaene). The reagents and catalysts are [Pd].C(=O)([O-])[O-].[Ca+2] (Pd CaCO3). Run in C1=CC=CC=C1 (benzene). The product is COC1=CC=2C(CC3=C(CC[C@@]4(C5(CC[C@@H]34)OCCO5)CC)C2C=C1)C (3-methoxy-6-methyl-17,17-ethylenedioxy-13-ethylgona-1,3,5(10),8-tetraene). Yield: 71.5%. Reaction SMILES: [CH3:1][O:2][C:3]1[CH:25]=[CH:24][C:23]2[C:9]3[CH2:10][CH2:11][C@@:12]4([CH2:21][CH3:22])[C:16]([C:8]=3[CH2:7][CH:6]([CH3:26])[C:5]=2[CH:4]=1)=[CH:15][CH2:14][C:13]14[O:20][CH2:19][CH2:18][O:17]1>C1C=CC=CC=1.[Pd].C([O-])([O-])=O.[Ca+2]>[CH3:1][O:2][C:3]1[CH:25]=[CH:24][C:23]2[C:9]3[CH2:10][CH2:11][C@@:12]4([CH2:21][CH3:22])[C@H:16]([C:8]=3[CH2:7][CH:6]([CH3:26])[C:5]=2[CH:4]=1)[CH2:15][CH2:14][C:13]14[O:17][CH2:18][CH2:19][O:20]1 |f:2.3.4|. Procedure: Monohydrogenate dl-3-methoxy-6-methyl-17,17-ethylenedioxy-13-ethylgona-1,3,5(10),8,14-pentaene (15.3 g) in benzene (300 cc) in the presence of 2% Pd/CaCO3 (5.0 g). Filter, remove the benzene under reduced pressure and recrystallize from 95% ethanol (110 cc) to yield the dl-3-methoxy-6-methyl-17,17-ethylenedioxy-13-ethylgona-1,3,5(10),8-tetraene (11.0 g), m.p. 122°-124°, diamond shaped plates, λ max. EtOH 280 mμ (ε15,140). Starting materials: CC1=C(C(=CC(=C1)C(=O)O)C)C(=O)O (2,6-Dimethyl-1,4-benzenedicarboxylic acid), Cl (HCl), C1(=CC=CC=C1)S(=O)(=O)N (benzene sulfonamide), CCN=C=NCCCN(C)C (EDCI). Run in CN(C)C=O (DMF). Run at temperature 0 celsius. Yields the product C1(=CC=CC=C1)S(=O)(=O)NC(=O)C1=CC(=C(C(=O)O)C(=C1)C)C (4-Phenylsulfonamidocarbonyl-2,6-dimethyl-benzoic acid). As a reaction SMILES: [CH3:1][C:2]1[CH:7]=[C:6]([C:8]([OH:10])=O)[CH:5]=[C:4]([CH3:11])[C:3]=1[C:12]([OH:14])=[O:13].[C:15]1([S:21]([NH2:24])(=[O:23])=[O:22])[CH:20]=[CH:19][CH:18]=[CH:17][CH:16]=1.CCN=C=NCCCN(C)C.Cl>CN(C=O)C>[C:15]1([S:21]([NH:24][C:8]([C:6]2[CH:5]=[C:4]([CH3:11])[C:3]([C:12]([OH:14])=[O:13])=[C:2]([CH3:1])[CH:7]=2)=[O:10])(=[O:23])=[O:22])[CH:20]=[CH:19][CH:18]=[CH:17][CH:16]=1. Reported procedure: 2,6-Dimethyl-1,4-benzenedicarboxylic acid (from Preparation 7) (500 mg, 2.6 mmol) and benzene sulfonamide (486 mg, 3.1 mmol) were combined in dry DMF (25 mL), and EDCI (494 mg, 2.6 mmol) was then added with stirring at 0° C. The mixture was stirred for 2 hours at 0° C. and 2 days at room temperature, then 1 N HCl (10 mL) was added, and the mixture was extracted with ethyl acetate. The organic phase was washed with 1 N HCl (1×), water (5×), and brine (3×); dried (Na2SO4); and rotary evaporated to...